Dataset: the Open Reaction Database (ORD), a public repository of structured organic reaction records. Task: describe an organic reaction: reactants, conditions, products, and yield Reactants: CON1C(C2COC(C)(C)O2)OC2=CC(=O)c3ccccc3C21CC=C(C)C, CCOC(C)=O. Product: CON1C(C2COC(C)(C)O2)OC2=CC(=O)c3ccccc3C21CCC(C)C. As a reaction SMILES: [CH3:1][C:2]1([CH3:28])[O:3][CH2:4][CH:5]([CH:7]2[O:8][C:9]3=[CH:21][C:20](=[O:22])[c:19]4[c:14]([cH:15][cH:16][cH:17][cH:18]4)[C:10]3([CH2:23][CH:24]=[C:25]([CH3:26])[CH3:27])[N:11]2[O:12][CH3:13])[O:6]1.[CH3:29][CH2:30][O:31][C:32](=[O:33])[CH3:34]>>[CH3:1][C:2]1([CH3:28])[O:3][CH2:4][CH:5]([CH:7]2[O:8][C:9]3=[CH:21][C:20](=[O:22])[c:19]4[c:14]([cH:15][cH:16][cH:17][cH:18]4)[C:10]3([CH2:23][CH2:24][CH:25]([CH3:26])[CH3:27])[N:11]2[O:12][CH3:13])[O:6]1. The reactants are NC=1C(=NC=C(C1)Br)Cl (3-amino-5-bromo-2-chloropyridine), FC1=CC=C(C=C1)S(=O)(=O)Cl (4-fluorobenzenesulfonyl chloride). Product: BrC=1C=C(C(=NC1)Cl)NS(=O)(=O)C1=CC=C(C=C1)F (N-(5-bromo-2-chloropyridin-3-yl)-4-fluorobenzenesulfonamide). Isolated yield 82.0%. As a reaction SMILES: [NH2:1][C:2]1[C:3]([Cl:9])=[N:4][CH:5]=[C:6]([Br:8])[CH:7]=1.[F:10][C:11]1[CH:16]=[CH:15][C:14]([S:17](Cl)(=[O:19])=[O:18])=[CH:13][CH:12]=1>>[Br:8][C:6]1[CH:7]=[C:2]([NH:1][S:17]([C:14]2[CH:15]=[CH:16][C:11]([F:10])=[CH:12][CH:13]=2)(=[O:19])=[O:18])[C:3]([Cl:9])=[N:4][CH:5]=1. Procedure details: Using an analogous method to that described in Example 11, 3-amino-5-bromo-2-chloropyridine was reacted with and 4-fluorobenzenesulfonyl chloride to give N-(5-bromo-2-chloropyridin-3-yl)-4-fluorobenzenesulfonamide in 82% yield; 1H NMR Spectrum: (CDCl3) 8.21 (1H, d); 8.15 (1H, d); 7.84 (2H, m); 7.20 (2H, m); 6.97 (1H, br s); Mass Spectrum: M+H+ 365. The reactants are C(C1=CC=CC=C1)OC[C@H]1N(S(CC1)(=O)=O)C1=CC=C(C=C1)C(=O)N1CCN(CC1)C1=NC=C(C=C1C)C ((S)-[4-(3-benzyloxymethyl-1,1-dioxo-1λ6-isothiazolidin-2-yl)phenyl][4-(3,5-dimethyl-pyridin-2-yl)piperazin-1-yl]methanone), Cl.C(C)(=O)OCC (hydrogen chloride ethyl acetate). Solvent: C(C)(=O)OCC (ethyl acetate). Product: Cl.C(C1=CC=CC=C1)OC[C@H]1N(S(CC1)(=O)=O)C1=CC=C(C=C1)C(=O)N1CCN(CC1)C1=NC=C(C=C1C)C ((S)-[4-(3-benzyloxymethyl-1,1-dioxo-1λ6-isothiazolidin-2-yl)phenyl][4-(3,5-dimethylpyridin-2-yl)piperazin-1-yl]methanone hydrochloride). Reaction SMILES: [CH2:1]([O:8][CH2:9][C@@H:10]1[CH2:14][CH2:13][S:12](=[O:16])(=[O:15])[N:11]1[C:17]1[CH:22]=[CH:21][C:20]([C:23]([N:25]2[CH2:30][CH2:29][N:28]([C:31]3[C:36]([CH3:37])=[CH:35][C:34]([CH3:38])=[CH:33][N:32]=3)[CH2:27][CH2:26]2)=[O:24])=[CH:19][CH:18]=1)[C:2]1[CH:7]=[CH:6][CH:5]=[CH:4][CH:3]=1.[ClH:39].C(OCC)(=O)C>C(OCC)(=O)C>[ClH:39].[CH2:1]([O:8][CH2:9][C@@H:10]1[CH2:14][CH2:13][S:12](=[O:15])(=[O:16])[N:11]1[C:17]1[CH:22]=[CH:21][C:20]([C:23]([N:25]2[CH2:26][CH2:27][N:28]([C:31]3[C:36]([CH3:37])=[CH:35][C:34]([CH3:38])=[CH:33][N:32]=3)[CH2:29][CH2:30]2)=[O:24])=[CH:19][CH:18]=1)[C:2]1[CH:3]=[CH:4][CH:5]=[CH:6][CH:7]=1 |f:1.2,4.5|. Procedure: Using (S)-3-benzyloxymethylisothiazolidine 1,1-dioxide (287 mg) described in Preparation Example 1 and [4-(3,5-dimethylpyridin-2-yl)piperazin-1-yl](4-iodophenyl)methanone (500 mg) described in Preparation Example 113 and by the reaction and treatment in the same manner as in Example 1, (S)-[4-(3-benzyloxymethyl-1,1-dioxo-1λ6-isothiazolidin-2-yl)phenyl][4-(3,5-dimethyl-pyridin-2-yl)piperazin-1-yl]methanone (490 mg) was obtained. The obtained (S)-[4-(3-benzyloxymethyl-1,1-dioxo-1λ6-isothiazolidin-... The reactants are [N-]=[N+]=[N-].[Na+] (sodium azide), BrC(C)(C)C(C1=CSC=C1)=O (2-bromo-2-(3-thenoyl)propane), O (water). Run in CS(=O)C (dimethyl sulfoxide). The product is N(=[N+]=[N-])C(C)(C)C(C1=CSC=C1)=O (2-azido-2-(3-thenoyl)propane). Reaction SMILES: Br[C:2]([C:5](=[O:11])[C:6]1[CH:10]=[CH:9][S:8][CH:7]=1)([CH3:4])[CH3:3].[N-:12]=[N+:13]=[N-:14].[Na+].O>CS(C)=O>[N:12]([C:2]([C:5](=[O:11])[C:6]1[CH:10]=[CH:9][S:8][CH:7]=1)([CH3:4])[CH3:3])=[N+:13]=[N-:14] |f:1.2|. Procedure: 0.87 of 2-bromo-2-(3-thenoyl)propane was dissolved in 5 ml of dimethyl sulfoxide, then 0.44 g of sodium azide was added thereto and reacted at 70° C. for 1 hour. After completion of the reaction, the reaction mixture was allowed to cool and put into 200 ml of water, and then extracted with ethyl ether. The organic layer was washed with water, then dried over magnesium sulfate, followed by concentration to obtain 0.70 g of 2-azido-2-(3-thenoyl)propane. The NMR spectrum data of this product were a... Starting materials: COC1=NC=CC=C1C1=C(C=NC=C1)NCC(F)(F)F ((2-methoxy-[3,4′]bipyridinyl-3′-yl)-(2,2,2-trifluoro-ethyl)-amine), FC(C=1C=C(C(=O)O)C=C(N1)C(F)(F)F)(F)F (2,6-bis(trifluoromethyl)isonicotinic acid). Product: COC1=NC=CC=C1C1=C(C=NC=C1)N(C(C1=CC(=NC(=C1)C(F)(F)F)C(F)(F)F)=O)CC(F)(F)F (N-(2-Methoxy-[3,4]bipyridinyl-3′-yl)-N-(2,2,2-trifluoro-ethyl)-2,6-bis-trifluoromethyl-isonicotinamide). As a reaction SMILES: [CH3:1][O:2][C:3]1[C:8]([C:9]2[CH:14]=[CH:13][N:12]=[CH:11][C:10]=2[NH:15][CH2:16][C:17]([F:20])([F:19])[F:18])=[CH:7][CH:6]=[CH:5][N:4]=1.[F:21][C:22]([F:37])([F:36])[C:23]1[CH:24]=[C:25]([CH:29]=[C:30]([C:32]([F:35])([F:34])[F:33])[N:31]=1)[C:26](O)=[O:27]>>[CH3:1][O:2][C:3]1[C:8]([C:9]2[CH:14]=[CH:13][N:12]=[CH:11][C:10]=2[N:15]([CH2:16][C:17]([F:18])([F:20])[F:19])[C:26](=[O:27])[C:25]2[CH:29]=[C:30]([C:32]([F:33])([F:34])[F:35])[N:31]=[C:23]([C:22]([F:37])([F:21])[F:36])[CH:24]=2)=[CH:7][CH:6]=[CH:5][N:4]=1. Procedure: The title compound was prepared in analogy to example 90, from (2-methoxy-[3,4′]bipyridinyl-3′-yl)-(2,2,2-trifluoro-ethyl)-amine (example 135, intermediate a) and 2,6-bis(trifluoromethyl)isonicotinic acid (Key Organics Ltd.) after a reaction time of 96 hours. The compound was purified by silica gel chromatography on a 20 g column using a MPLC system eluting with a gradient of n-heptane:EtOAc (100:0 to 50:50). Light yellow solid (41%). MS (ESI): m/z=525.10 [M+H]+. The reactants are COC(/C(=N/OC)/C1=C(C=CC=C1)CBr)=O (Methyl-(E)-2 -(bromomethylphenyl)-2-methoxyiminoacetate), resultant mixture, C([O-])([O-])=O.[K+].[K+] (potassium carbonate), Cl (hydrochloric acid), Example 27 ( 1 ), ClC=1C=C(C=CC1)O (3-chlorophenol), CN (methylamine). The solvent is CN(C)C=O (DMF), CO (methanol). Reaction conditions: time 10 hour. Yields the product CNC(C(=NOC)C1=C(C=CC=C1)COC1=CC(=CC=C1)Cl)=O (N-methyl-2-[2-(3-chlorophenoxymethyl)phenyl]-2-methoxyiminoacetamide). Reaction SMILES: CO[C:3](=[O:16])/[C:4](/[C:8]1[CH:13]=[CH:12][CH:11]=[CH:10][C:9]=1[CH2:14]Br)=[N:5]/[O:6][CH3:7].[Cl:17][C:18]1[CH:19]=[C:20]([OH:24])[CH:21]=[CH:22][CH:23]=1.C(=O)([O-])[O-].[K+].[K+].[CH3:31][NH2:32].Cl>CN(C=O)C.CO>[CH3:31][NH:32][C:3](=[O:16])[C:4]([C:8]1[CH:13]=[CH:12][CH:11]=[CH:10][C:9]=1[CH2:14][O:24][C:20]1[CH:21]=[CH:22][CH:23]=[C:18]([Cl:17])[CH:19]=1)=[N:5][O:6][CH3:7] |f:2.3.4|. Procedure details: Methyl-(E)-2 -(bromomethylphenyl)-2-methoxyiminoacetate as obtained in Example 27 (1) (250 mg), 3-chlorophenol (225 mg) and potassium carbonate (482 mg) were dissolved in DMF, and the resultant mixture was stirred at room temperature for 10 hours. A solution (677 mg) of methylamine in 30% methanol was added thereto, and stirring was continued for 10 hours. The reaction mixture was neutralized with dilute hydrochloric acid, extracted with diethyl ether. The solvent was dried and evaporated, and t...